From a dataset of the Open Reaction Database (ORD), a public repository of structured organic reaction records. describe an organic reaction: reactants, conditions, products, and yield Starting materials: [H-].[Na+] (sodium hydride), ice water, ClC1=CC=CC(=N1)OC1=CC=C(C=C1)O (4-(6-chloro-2-pyridinyloxy)-phenol), ClCN1C=NC(=C1Cl)Cl (1-chloromethyl-4,5-dichloroimidazole). The solvent is CN(C=O)C (dimethylformamide), CN(C=O)C (dimethylformamide), CN(C=O)C (dimethylformamide). Conditions: temperature 50 celsius, time 30 minute. Yields the product ClC1=CC=CC(=N1)OC1=CC=C(OCN2C=NC(=C2Cl)Cl)C=C1 (1-[4-(6-chloro-2-pyridinyloxy)-phenoxymethyl]-4,5-dichloroimidazole). Yield: 80.6%. RXN SMILES: [Cl:1][C:2]1[N:7]=[C:6]([O:8][C:9]2[CH:14]=[CH:13][C:12]([OH:15])=[CH:11][CH:10]=2)[CH:5]=[CH:4][CH:3]=1.[H-].[Na+].Cl[CH2:19][N:20]1[C:24]([Cl:25])=[C:23]([Cl:26])[N:22]=[CH:21]1>CN(C)C=O>[Cl:1][C:2]1[N:7]=[C:6]([O:8][C:9]2[CH:14]=[CH:13][C:12]([O:15][CH2:19][N:20]3[C:24]([Cl:25])=[C:23]([Cl:26])[N:22]=[CH:21]3)=[CH:11][CH:10]=2)[CH:5]=[CH:4][CH:3]=1 |f:1.2|. Reported procedure: At room temperature (about 20° C.), 4.9 g of 4-(6-chloro-2-pyridinyloxy)-phenol in 40 ml of anhydrous dimethylformamide is dripped into 0.6 g of 100% strength sodium hydride in 20 ml of anhydrous dimethylformamide. The mixture is subsequently stirred for 30 minutes at 50° C, and then 4.2 g of 1-chloromethyl-4,5-dichloroimidazole in 20 ml of anhydrous dimethylformamide is dripped in at room temperature. This mixture is stirred for 2 hours at 60° C. and overnight at room temperature. It is then st...